From a dataset of the Open Reaction Database (ORD), a public repository of structured organic reaction records. describe an organic reaction: reactants, conditions, products, and yield The reactants are O=C1CCC(=O)N1Cl, CN(C)C=O, O, Cn1ccc2cnc(NC(=O)c3ccc(C(C)(C)O)cc3)cc21. Product: Cn1cc(Cl)c2cnc(NC(=O)c3ccc(C(C)(C)O)cc3)cc21. RXN SMILES: [Cl:24][N:25]1[C:26](=[O:27])[CH2:28][CH2:29][C:30]1=[O:31].[O:33]=[CH:34][N:35]([CH3:36])[CH3:37].[OH2:32].[OH:1][C:2]([CH3:3])([CH3:4])[c:5]1[cH:6][cH:7][c:8]([C:9](=[O:10])[NH:11][c:12]2[cH:13][c:14]3[c:15]([cH:16][n:17]2)[cH:18][cH:19][n:20]3[CH3:21])[cH:22][cH:23]1>>[OH:1][C:2]([CH3:3])([CH3:4])[c:5]1[cH:6][cH:7][c:8]([C:9](=[O:10])[NH:11][c:12]2[cH:13][c:14]3[c:15]([cH:16][n:17]2)[c:18]([Cl:24])[cH:19][n:20]3[CH3:21])[cH:22][cH:23]1. Starting materials: CCCCP(CCCC)CCCC, Cn1c(CO)nc2cccnc21, O=C(N=NC(=O)N1CCCCC1)N1CCCCC1, O=C1SC(Cc2ccc(O)cc2)C(=O)N1C(c1ccccc1)(c1ccccc1)c1ccccc1, c1ccccc1. The product is Cn1c(COc2ccc(CC3SC(=O)N(C(c4ccccc4)(c4ccccc4)c4ccccc4)C3=O)cc2)nc2cccnc21. As a reaction SMILES: [CH2:47]([P:48]([CH2:49][CH2:50][CH2:51][CH3:52])[CH2:53][CH2:54][CH2:55][CH3:56])[CH2:57][CH2:58][CH3:59].[CH3:1][n:2]1[c:3]([CH2:11][OH:12])[n:4][c:5]2[c:6]1[n:7][cH:8][cH:9][cH:10]2.[N:60]([C:61]([N:62]1[CH2:63][CH2:64][CH2:65][CH2:66][CH2:67]1)=[O:68])=[N:69][C:70]([N:71]1[CH2:72][CH2:73][CH2:74][CH2:75][CH2:76]1)=[O:77].[OH:13][c:14]1[cH:15][cH:16][c:17]([CH2:18][CH:19]2[C:20](=[O:44])[N:21]([C:25]([c:26]3[cH:27][cH:28][cH:29][cH:30][cH:31]3)([c:32]3[cH:33][cH:34][cH:35][cH:36][cH:37]3)[c:38]3[cH:39][cH:40][cH:41][cH:42][cH:43]3)[C:22](=[O:24])[S:23]2)[cH:45][cH:46]1.[cH:78]1[cH:79][cH:80][cH:81][cH:82][cH:83]1>>[CH3:1][n:2]1[c:3]([CH2:11][O:12][c:14]2[cH:15][cH:16][c:17]([CH2:18][CH:19]3[C:20](=[O:44])[N:21]([C:25]([c:26]4[cH:27][cH:28][cH:29][cH:30][cH:31]4)([c:32]4[cH:33][cH:34][cH:35][cH:36][cH:37]4)[c:38]4[cH:39][cH:40][cH:41][cH:42][cH:43]4)[C:22](=[O:24])[S:23]3)[cH:45][cH:46]2)[n:4][c:5]2[c:6]1[n:7][cH:8][cH:9][cH:10]2. The reactants are [BH4-], CO, COCC1=NCCc2ccsc21, [Na+]. Yields the product COCC1NCCc2ccsc21. Reaction SMILES: [BH4-:13].[CH3:15][OH:16].[CH3:1][O:2][CH2:3][C:4]1=[N:5][CH2:6][CH2:7][c:8]2[c:9]1[s:10][cH:11][cH:12]2.[Na+:14]>>[CH3:1][O:2][CH2:3][CH:4]1[NH:5][CH2:6][CH2:7][c:8]2[c:9]1[s:10][cH:11][cH:12]2. Starting materials: COc1ccc(C(=O)Cl)cc1, C1CCOC1, CCOCC, CC(C)C(N)C(=O)N1CCCC1C(=O)NC(C(C)C)C(O)C(F)(F)F, [Na+], [Na+], O=C([O-])[O-]. Product: COc1ccc(C(=O)NC(C(=O)N2CCCC2C(=O)NC(C(C)C)C(O)C(F)(F)F)C(C)C)cc1. As a reaction SMILES: [C:32]([c:33]1[cH:34][cH:35][c:36]([O:39][CH3:40])[cH:37][cH:38]1)(=[O:41])[Cl:42].[CH2:48]1[O:49][CH2:50][CH2:51][CH2:52]1.[CH3:43][CH2:44][O:45][CH2:46][CH3:47].[NH2:1][CH:2]([C:3](=[O:4])[N:5]1[CH:6]([C:10](=[O:11])[NH:12][CH:13]([CH:14]([CH3:15])[CH3:16])[CH:17]([C:18]([F:19])([F:20])[F:21])[OH:22])[CH2:7][CH2:8][CH2:9]1)[CH:23]([CH3:24])[CH3:25].[Na+:26].[Na+:27].[O-:28][C:29](=[O:30])[O-:31]>>[NH:1]([CH:2]([C:3](=[O:4])[N:5]1[CH:6]([C:10](=[O:11])[NH:12][CH:13]([CH:14]([CH3:15])[CH3:16])[CH:17]([C:18]([F:19])([F:20])[F:21])[OH:22])[CH2:7][CH2:8][CH2:9]1)[CH:23]([CH3:24])[CH3:25])[C:32]([c:33]1[cH:34][cH:35][c:36]([O:39][CH3:40])[cH:37][cH:38]1)=[O:41]. The reactants are ClC1=NC=C(C(=N1)NC1=C(C(=O)NC)C=CC=C1)C(F)(F)F (2-{[2-chloro-5-(trifluoromethyl)pyrimidin-4-yl]amino}-N-methylbenzamide), NC1=CC=C(C=C1)C(O)P(OCC)(OCC)=O (diethyl [(4-aminophenyl)(hydroxy)methyl]-phosphonate), C(=O)(C(F)(F)F)O (TFA). The solvent is CO (MeOH). Run at temperature 105 celsius, time 45 minute. The product is COC(C1=CC=C(C=C1)NC1=NC=C(C(=N1)NC1=C(C=CC=C1)C(NC)=O)C(F)(F)F)P(OCC)(OCC)=O (Diethyl [methoxy(4-{[4-{[2-(methylcarbamoyl)phenyl]amino}-5-(trifluoromethyl)pyrimidin-2-yl]amino}phenyl)methyl]phosphonate). Isolated yield 27.2%. Reaction SMILES: Cl[C:2]1[N:7]=[C:6]([NH:8][C:9]2[CH:18]=[CH:17][CH:16]=[CH:15][C:10]=2[C:11]([NH:13][CH3:14])=[O:12])[C:5]([C:19]([F:22])([F:21])[F:20])=[CH:4][N:3]=1.[NH2:23][C:24]1[CH:29]=[CH:28][C:27]([CH:30]([P:32](=[O:39])([O:36][CH2:37][CH3:38])[O:33][CH2:34][CH3:35])[OH:31])=[CH:26][CH:25]=1.[C:40](O)(C(F)(F)F)=O>CO>[CH3:40][O:31][CH:30]([P:32](=[O:39])([O:33][CH2:34][CH3:35])[O:36][CH2:37][CH3:38])[C:27]1[CH:28]=[CH:29][C:24]([NH:23][C:2]2[N:7]=[C:6]([NH:8][C:9]3[CH:18]=[CH:17][CH:16]=[CH:15][C:10]=3[C:11](=[O:12])[NH:13][CH3:14])[C:5]([C:19]([F:22])([F:21])[F:20])=[CH:4][N:3]=2)=[CH:25][CH:26]=1. Procedure details: Under N2, a solution of 2-{[2-chloro-5-(trifluoromethyl)pyrimidin-4-yl]amino}-N-methylbenzamide (40.0 mg, 0.12 mmol) and diethyl [(4-aminophenyl)(hydroxy)methyl]-phosphonate (37.6 mg, 0.15 mmol) in a mixture of TFA (28 uL, 0.36 mmol) and MeOH (0.5 mL) was stirred at 105° C. for 45 min in a Biotage microwave reactor. LC-MS showed that the reaction was complete. The solvents were removed under reduced pressure and to the residue was added sat. NaHCO3 (aq) (2 mL) and DCM (5 mL). Layers were separat... Product: C1(CC1)N1C=C(C(C2=CC(=C(N=C12)N1CCNCC1)F)=O)C(=O)O (1-Cyclopropyl-6-fluoro-1,4-dihydro-4-oxo-7-(1-piperazinyl)-1,8-naphthyridine-3-carboxylic acid). RXN SMILES: [CH:1]1([N:4]2[C:13]3[C:8](=[CH:9][C:10]([F:25])=[C:11]([N:14]4[CH2:19][CH2:18][N:17](C(OCC)=O)[CH2:16][CH2:15]4)[N:12]=3)[C:7](=[O:26])[C:6]([C:27]([O:29]CC)=[O:28])=[CH:5]2)[CH2:3][CH2:2]1.[OH-].[Na+]>C(O)C>[CH:1]1([N:4]2[C:13]3[C:8](=[CH:9][C:10]([F:25])=[C:11]([N:14]4[CH2:15][CH2:16][NH:17][CH2:18][CH2:19]4)[N:12]=3)[C:7](=[O:26])[C:6]([C:27]([OH:29])=[O:28])=[CH:5]2)[CH2:2][CH2:3]1 |f:1.2|. Reported procedure: A suspension of 0.7 g (1.6 mmole) of ethyl 1-cyclopropyl-6-fluoro-1,4-dihydro-4-oxo-7-[4-(ethoxycarbonyl)-1-piperazinyl]-1,8-naphthyridine-3-carboxylate, 6 ml of 10% aqueous sodium hydroxide and 2 ml of ethanol was refluxed for three hours. The reaction was filtered through a fiber glass pad to clarify and acidified to pH 1.5 with 6.0M hydrochloric acid and lyophilized. The residue was dissolved in 10 ml of ammonium hydroxide and the solution concentrated in vacuo. The precipitate which formed w... Reactants: C1(CC1)N1C=C(C(C2=CC(=C(N=C12)N1CCN(CC1)C(=O)OCC)F)=O)C(=O)OCC (ethyl 1-cyclopropyl-6-fluoro-1,4-dihydro-4-oxo-7-[4-(ethoxycarbonyl)-1-piperazinyl]-1,8-naphthyridine-3-carboxylate), [OH-].[Na+] (sodium hydroxide). Solvent: C(C)O (ethanol). Starting materials: Brc1ccccn1, CC(C)(C)[O-], Cc1ccccc1, CC(C)(C)OC(=O)N1CCc2ccc(Cl)c(CN)c2CC1, [Na+], O=C(C=Cc1ccccc1)C=Cc1ccccc1, O=C(C=Cc1ccccc1)C=Cc1ccccc1, O=C(C=Cc1ccccc1)C=Cc1ccccc1, [Pd], [Pd]. The product is CC(C)(C)OC(=O)N1CCc2ccc(Cl)c(CNc3ccccn3)c2CC1. RXN SMILES: [Br:7][c:8]1[cH:9][cH:10][cH:11][cH:12][n:13]1.[CH3:1][C:2]([CH3:3])([O-:4])[CH3:5].[CH3:35][c:36]1[cH:37][cH:38][cH:39][cH:40][cH:41]1.[NH2:14][CH2:15][c:16]1[c:17]([Cl:34])[cH:18][cH:19][c:20]2[c:26]1[CH2:25][CH2:24][N:23]([C:27](=[O:28])[O:29][C:30]([CH3:31])([CH3:32])[CH3:33])[CH2:22][CH2:21]2.[Na+:6].[O:44]=[C:45]([CH:46]=[CH:47][c:48]1[cH:49][cH:50][cH:51][cH:52][cH:53]1)[CH:54]=[CH:55][c:56]1[cH:57][cH:58][cH:59][cH:60][cH:61]1.[O:62]=[C:63]([CH:64]=[CH:65][c:66]1[cH:67][cH:68][cH:69][cH:70][cH:71]1)[CH:72]=[CH:73][c:74]1[cH:75][cH:76][cH:77][cH:78][cH:79]1.[O:80]=[C:81]([CH:82]=[CH:83][c:84]1[cH:85][cH:86][cH:87][cH:88][cH:89]1)[CH:90]=[CH:91][c:92]1[cH:93][cH:94][cH:95][cH:96][cH:97]1.[Pd:42].[Pd:43]>>[c:8]1([NH:14][CH2:15][c:16]2[c:17]([Cl:34])[cH:18][cH:19][c:20]3[c:26]2[CH2:25][CH2:24][N:23]([C:27](=[O:28])[O:29][C:30]([CH3:31])([CH3:32])[CH3:33])[CH2:22][CH2:21]3)[cH:9][cH:10][cH:11][cH:12][n:13]1.